This data is from the Open Reaction Database (ORD), a public repository of structured organic reaction records. The task is: describe an organic reaction: reactants, conditions, products, and yield The reactants are FC1=C(OC2=C(C=NC=C2)/C=C/C(=O)N2CCC(CC2)NC(OC(C)(C)C)=O)C=CC(=C1)[N+](=O)[O-] ((E)-tert-butyl 1-(3-(4-(2-fluoro-4-nitrophenoxy)pyridin-3-yl)acryloyl)piperidin-4-ylcarbamate), [NH4+].[Cl-] (NH4Cl). The reagents and catalysts are [Fe] (Fe). The product is NC1=CC(=C(OC2=C(C=NC=C2)/C=C/C(=O)N2CCC(CC2)NC(OC(C)(C)C)=O)C=C1)F ((E)-tert-Butyl 1-(3-(4-(4-amino-2-fluorophenoxy)pyridin-3-yl)acryloyl)piperidin-4-ylcarbamate), product. Yield: 95.0%. As a reaction SMILES: [F:1][C:2]1[CH:32]=[C:31]([N+:33]([O-])=O)[CH:30]=[CH:29][C:3]=1[O:4][C:5]1[CH:10]=[CH:9][N:8]=[CH:7][C:6]=1/[CH:11]=[CH:12]/[C:13]([N:15]1[CH2:20][CH2:19][CH:18]([NH:21][C:22](=[O:28])[O:23][C:24]([CH3:27])([CH3:26])[CH3:25])[CH2:17][CH2:16]1)=[O:14].[NH4+].[Cl-]>[Fe]>[NH2:33][C:31]1[CH:30]=[CH:29][C:3]([O:4][C:5]2[CH:10]=[CH:9][N:8]=[CH:7][C:6]=2/[CH:11]=[CH:12]/[C:13]([N:15]2[CH2:16][CH2:17][CH:18]([NH:21][C:22](=[O:28])[O:23][C:24]([CH3:25])([CH3:26])[CH3:27])[CH2:19][CH2:20]2)=[O:14])=[C:2]([F:1])[CH:32]=1 |f:1.2|. Procedure details: The title compound was prepared by the reduction of (E)-tert-butyl 1-(3-(4-(2-fluoro-4-nitrophenoxy)pyridin-3-yl)acryloyl)piperidin-4-ylcarbamate (100 mg, 0.21 mmol) in a manner similar to that of Step E of Example 35 using Fe powder (55 mg, 2.7 mmol), NH4Cl (280 mg, 5.3 mmol). The product (90 mg, 95%) was obtained as a light brown solid which was used directly in the subsequent step. MS (ESI+): m/z 457.18 (M+H)+. Reactants: ClCCl, Cc1c(N2CCN(C(=O)OC(C)(C)C)CC2)nn2c(-c3ccncc3)c(-c3ccc(F)cc3)nc2c1C, O=C(O)C(F)(F)F. Product: Cc1c(N2CCNCC2)nn2c(-c3ccncc3)c(-c3ccc(F)cc3)nc2c1C. RXN SMILES: [Cl:45][CH2:46][Cl:47].[F:1][c:2]1[cH:3][cH:4][c:5](-[c:8]2[n:9][c:10]3[n:11]([n:12][c:13]([N:18]4[CH2:19][CH2:20][N:21]([C:24]([O:25][C:26]([CH3:27])([CH3:28])[CH3:29])=[O:30])[CH2:22][CH2:23]4)[c:14]([CH3:17])[c:15]3[CH3:16])[c:31]2-[c:32]2[cH:33][cH:34][n:35][cH:36][cH:37]2)[cH:6][cH:7]1.[OH:38][C:39]([C:40]([F:41])([F:42])[F:43])=[O:44]>>[F:1][c:2]1[cH:3][cH:4][c:5](-[c:8]2[n:9][c:10]3[n:11]([n:12][c:13]([N:18]4[CH2:19][CH2:20][NH:21][CH2:22][CH2:23]4)[c:14]([CH3:17])[c:15]3[CH3:16])[c:31]2-[c:32]2[cH:33][cH:34][n:35][cH:36][cH:37]2)[cH:6][cH:7]1. The reactants are C1(C=2C(C(N1C(CC)C1=C3C(=NNC3=CC=C1C)C1=CC=CC=C1)=O)=CC=CC2)=O (1-phthalimidopropyl-3-phenyl-5-methylindazole), O.NN (hydrazine hydrate). The product is NC(CC)C1=C2C(=NNC2=CC=C1C)C1=CC=CC=C1 (1-aminopropyl-3-phenyl-5-methylindazole). Isolated yield 92.4%. Reaction SMILES: C1(=O)[N:5]([CH:6]([C:9]2[C:17]([CH3:18])=[CH:16][CH:15]=[C:14]3[C:10]=2[C:11]([C:19]2[CH:24]=[CH:23][CH:22]=[CH:21][CH:20]=2)=[N:12][NH:13]3)[CH2:7][CH3:8])C(=O)C2=CC=CC=C12.O.NN>>[NH2:5][CH:6]([C:9]1[C:17]([CH3:18])=[CH:16][CH:15]=[C:14]2[C:10]=1[C:11]([C:19]1[CH:24]=[CH:23][CH:22]=[CH:21][CH:20]=1)=[N:12][NH:13]2)[CH2:7][CH3:8] |f:1.2|. Reported procedure: By the procedure similar to that described in Example 33, 1-phthalimidopropyl-3-phenyl-5-methylindazole (5.0 g) and hydrazine hydrate (1.5 g) were treated to obtain 3.1 g of 1-aminopropyl-3-phenyl-5-methylindazole as an oily product. The product was converted by a conventional way to its hydrochloride having a melting point between 161°-163° C. Starting materials: CN(C)N, Cc1ccccc1, O=C(O)C(F)(F)F, CCCC1Cc2cc(OCc3ccccc3)ccc2C2CCC3(C)C(=O)CCC3C12. Yields the product CCCC1Cc2cc(OCc3ccccc3)ccc2C2CCC3(C)C(=NN(C)C)CCC3C12. RXN SMILES: [CH3:31][N:32]([NH2:33])[CH3:34].[CH3:42][c:43]1[cH:44][cH:45][cH:46][cH:47][cH:48]1.[F:35][C:36]([F:37])([F:38])[C:39]([OH:40])=[O:41].[c:1]1([CH2:7][O:8][c:9]2[cH:10][c:11]3[c:24]([cH:25][cH:26]2)[CH:23]2[CH:14]([CH:13]([CH2:28][CH2:29][CH3:30])[CH2:12]3)[CH:15]3[CH2:16][CH2:17][C:18](=[O:27])[C:19]3([CH3:20])[CH2:21][CH2:22]2)[cH:2][cH:3][cH:4][cH:5][cH:6]1>>[c:1]1([CH2:7][O:8][c:9]2[cH:10][c:11]3[c:24]([cH:25][cH:26]2)[CH:23]2[CH:14]([CH:13]([CH2:28][CH2:29][CH3:30])[CH2:12]3)[CH:15]3[CH2:16][CH2:17][C:18](=[N:33][N:32]([CH3:31])[CH3:34])[C:19]3([CH3:20])[CH2:21][CH2:22]2)[cH:2][cH:3][cH:4][cH:5][cH:6]1.